Dataset: the Open Reaction Database (ORD), a public repository of structured organic reaction records. Task: describe an organic reaction: reactants, conditions, products, and yield The reactants are C1(=CC=CC=C1)SC1=C(CO)C=C(C=C1)C(F)(F)F (2-(phenylthio)-5-trifluoromethyl-benzyl alcohol), S(=O)(Cl)Cl (thionyl chloride). The solvent is C1=CC=CC=C1 (benzene). Product: C1(=CC=CC=C1)SC1=C(CCl)C=C(C=C1)C(F)(F)F (2-(phenylthio)-5-trifluoromethyl-benzyl chloride). As a reaction SMILES: [C:1]1([S:7][C:8]2[CH:15]=[CH:14][C:13]([C:16]([F:19])([F:18])[F:17])=[CH:12][C:9]=2[CH2:10]O)[CH:6]=[CH:5][CH:4]=[CH:3][CH:2]=1.S(Cl)([Cl:22])=O>C1C=CC=CC=1>[C:1]1([S:7][C:8]2[CH:15]=[CH:14][C:13]([C:16]([F:19])([F:18])[F:17])=[CH:12][C:9]=2[CH2:10][Cl:22])[CH:6]=[CH:5][CH:4]=[CH:3][CH:2]=1. Reported procedure: 96 g of 2-(phenylthio)-5-trifluoromethyl-benzyl alcohol are dissolved in 450 ml of absolute benzene and heated to reflux. The solution thus obtained is treated dropwise over a period of 20 minutes with 48 ml of thionyl chloride and the mixture is subsequently stirred at reflux for 30 minutes. After cooling, the mixture is evaporated under reduced pressure. There is obtained 2-(phenylthio)-5-trifluoromethyl-benzyl chloride as a brown-yellow oil.